Dataset: the Open Reaction Database (ORD), a public repository of structured organic reaction records. Task: describe an organic reaction: reactants, conditions, products, and yield The reactants are ClC1=NC=C(C(=O)Cl)C=C1 (6-chloronicotinoyl chloride), CNC (dimethylamine). Run in C(Cl)Cl (DCM). Run at temperature 0 celsius, time 3 hour. Yields the product ClC1=NC=C(C(=O)N(C)C)C=C1 (6-Chloro-N,N-dimethyl-nicotinamide). Reaction SMILES: [Cl:1][C:2]1[CH:10]=[CH:9][C:5]([C:6](Cl)=[O:7])=[CH:4][N:3]=1.[CH3:11][NH:12][CH3:13]>C(Cl)Cl>[Cl:1][C:2]1[CH:10]=[CH:9][C:5]([C:6]([N:12]([CH3:13])[CH3:11])=[O:7])=[CH:4][N:3]=1. Reported procedure: In a 500 mL round-bottomed flask, 6-chloronicotinoyl chloride (8 g, 45.5 mmol, Eq: 1.00) was dissolved in DCM (200 ml) under argon and cooled to 0° C. To this solution, dimethylamine (90.9 ml of 2M in THF, 182 mmol, Eq: 4) was added drop-wise over 15 min maintaining the temperature below 10° C. The ice bath was removed and the reaction was stirred for 3 h. The reactants are CC(=O)C1=CC(=CC=C1)N (3-aminoacetophenone), [BH4-].[Na+] (sodium borohydride), Cl (hydrochloric acid). The solvent is C(C)(C)O (isopropanol). Reaction conditions: time 48 hour. The product is NC=1C=C(C=C)C=CC1 (3-Aminostyrene). RXN SMILES: [CH3:1][C:2]([C:4]1[CH:9]=[CH:8][CH:7]=[C:6]([NH2:10])[CH:5]=1)=O.[BH4-].[Na+].Cl>C(O)(C)C>[NH2:10][C:6]1[CH:5]=[C:4]([CH:9]=[CH:8][CH:7]=1)[CH:2]=[CH2:1] |f:1.2|. Reported procedure: 135 g (1 mol) of 3-aminoacetophenone are suspended in 1,000 ml of isopropanol, and 19 g (0.5 mol) of sodium borohydride are slowly added. The reaction mixture is stirred at room temperature for 48 hours and then brought to a pH of 5 with concentrated hydrochloric acid, while cooling with ice. The salt which is precipitated is filtered off with suction, and the slightly reddish solution is concentrated on a rotary evaporator under a water pump vacuum. The desired 1-(3-aminophenyl)ethanol crystall... The product is COC1=C(C=CC(=C1)OC)NC(C=1C=C(C(=O)N)C=CC1OC)=O (3-N-(2,4-dimethoxyphenyl)-4-methoxyisophthalamide). As a reaction SMILES: [CH3:1][O:2][C:3]1[C:8]([C:9]([OH:11])=O)=[CH:7][C:6]([C:12]([NH2:14])=[O:13])=[CH:5][CH:4]=1.[CH3:15][O:16][C:17]1[CH:23]=[C:22]([O:24][CH3:25])[CH:21]=[CH:20][C:18]=1[NH2:19]>>[CH3:15][O:16][C:17]1[CH:23]=[C:22]([O:24][CH3:25])[CH:21]=[CH:20][C:18]=1[NH:19][C:9](=[O:11])[C:8]1[CH:7]=[C:6]([CH:5]=[CH:4][C:3]=1[O:2][CH3:1])[C:12]([NH2:14])=[O:13]. Reported procedure: The captioned compound was synthesized from 6-methoxyisophthalamic acid and 2,4-dimethoxyaniline by the same procedure as in the manufacturing method described in step C of Example 1-3-1. Starting materials: COC1=CC=C(C=C1C(=O)O)C(=O)N (6-methoxyisophthalamic acid), COC1=C(N)C=CC(=C1)OC (2,4-dimethoxyaniline). The reactants are BrC=1C=2N(C=CC1)N=C(N2)Cl (8-bromo-2-chloro-[1,2,4]triazolo[1,5-a]pyridine), CN(S(=O)(=O)C)CC=1C=C(C=CC1)B(O)O ((3-{[methyl(methylsulfonyl)amino]methyl}phenyl)boronic acid). Yields the product ClC1=NN2C(C(=CC=C2)C=2C=C(CN(S(=O)(=O)C)C)C=CC2)=N1 (N-[3-(2-Chloro-[1,2,4]triazolo[1,5-a]pyridin-8-yl)-benzyl]-N-methyl-methanesulfonamide), foam. Isolated yield 44.0%. As a reaction SMILES: Br[C:2]1[C:3]2[N:4]([N:8]=[C:9]([Cl:11])[N:10]=2)[CH:5]=[CH:6][CH:7]=1.[CH3:12][N:13]([CH2:18][C:19]1[CH:20]=[C:21](B(O)O)[CH:22]=[CH:23][CH:24]=1)[S:14]([CH3:17])(=[O:16])=[O:15]>>[Cl:11][C:9]1[N:10]=[C:3]2[C:2]([C:23]3[CH:24]=[C:19]([CH:20]=[CH:21][CH:22]=3)[CH2:18][N:13]([CH3:12])[S:14]([CH3:17])(=[O:16])=[O:15])=[CH:7][CH:6]=[CH:5][N:4]2[N:8]=1. Procedure details: 175 b) N-[3-(2-Chloro-[1,2,4]triazolo[1,5-a]pyridin-8-yl)-benzyl]-N-methyl-methanesulfonamide was prepared from 8-bromo-2-chloro-[1,2,4]triazolo[1,5-a]pyridine (500.0 mg, 2.151 mmol) and (3-{[methyl(methylsulfonyl)amino]methyl}phenyl)boronic acid (650.0 mg, 2.674 mmol) in a manner analogous to Example 2c. Product isolated as a pale yellow foam (0.331 g, 44%). 1H NMR (400 MHz, CDCl3, δ, ppm): 8.51 (d, J=6.8 Hz, 1H), 7.99-7.95 (m, 2H), 7.74 (d, J=7.4 Hz, 1H), 7.54 (t, J=7.6 Hz, 1H), 7.45 (d, J=7.6... Reactants: OC[C@@H]1O[C@@H](CC1)CO (cis-2,5-bis(hydroxymethyl)tetrahydrofuran), C(CCCCCCCCCCCCCCCCC)Br (octadecyl bromide), [O-]C#N.[K+] (potassium cyanate), resultant mixture. Reagents/catalysts: [Br-].C(CCC)[N+](CCCC)(CCCC)CCCC (tetrabutyl ammonium bromide). The solvent is C(C)#N (acetonitrile), C(Cl)Cl (methylene chloride). Run at temperature 100 celsius, time 20 hour. Yields the product C(CCCCCCCCCCCCCCCCC)NC(=O)OC[C@@H]1O[C@@H](CC1)CO (Cis-2-[(octadecylaminocarbonyl)oxy]methyl-5-hydroxymethyl tetrahydrofuran). Reaction SMILES: [OH:1][CH2:2][C@H:3]1[CH2:7][CH2:6][C@@H:5]([CH2:8][OH:9])[O:4]1.[CH2:10](Br)[CH2:11][CH2:12][CH2:13][CH2:14][CH2:15][CH2:16][CH2:17][CH2:18][CH2:19][CH2:20][CH2:21][CH2:22][CH2:23][CH2:24][CH2:25][CH2:26][CH3:27].[O-:29][C:30]#[N:31].[K+]>[Br-].C([N+](CCCC)(CCCC)CCCC)CCC.C(#N)C.C(Cl)Cl>[CH2:10]([NH:31][C:30]([O:1][CH2:2][C@H:3]1[CH2:7][CH2:6][C@@H:5]([CH2:8][OH:9])[O:4]1)=[O:29])[CH2:11][CH2:12][CH2:13][CH2:14][CH2:15][CH2:16][CH2:17][CH2:18][CH2:19][CH2:20][CH2:21][CH2:22][CH2:23][CH2:24][CH2:25][CH2:26][CH3:27] |f:2.3,4.5|. Procedure: A suspension of 2.64 g (20 mmol) of cis-2,5-bis(hydroxymethyl)tetrahydrofuran, 7.99 g (24 mmol) of octadecyl bromide, 2.43 g (30 mmol) of potassium cyanate and 0.966 g (3 mmol) of tetrabutyl ammonium bromide in 100 ml of dry acetonitrile was refluxed, with stirring, at 100° C. for 20 hours. The resultant mixture was then diluted with hot methylene chloride, filtered and the filtrate concentrated in vacuo. The crude product was then purified by flash silica gel chromatography employing successive...